Dataset: the Open Reaction Database (ORD), a public repository of structured organic reaction records. Task: describe an organic reaction: reactants, conditions, products, and yield Reactants: FC(C(=O)NC1=NN(C(C1)C1=CC=CC=C1)C1=CC=C(C=C1)C(C(F)(F)F)=O)(F)F (2,2,2-Trifluoro-N-[5-phenyl-1-(p-trifluoroacetylphenyl)-2-pyrazolin-3-yl]acetamide), CCCCCC (hexane), C(=O)O (formic acid), ClC=1C=C(C=CC1Cl)N1N=C(C(C1)C)NC=O (N-[1-(3,4-Dichlorophenyl)-4-methyl-2-pyrazolin-3-yl]-formamide). The solvent is ClCCl (dichloromethane). Conditions: time 30 minute. Product: C1(=CC=CC=C1)N1N=C(CC1C1=CC=CC=C1)NC=O (N-(1,5-Diphenyl-2-pyrazolin-3-yl)formamide). Reaction SMILES: FC(F)(F)[C:3]([NH:5][C:6]1[CH2:10][CH:9]([C:11]2[CH:16]=[CH:15][CH:14]=[CH:13][CH:12]=2)[N:8]([C:17]2[CH:22]=[CH:21][C:20](C(=O)C(F)(F)F)=[CH:19][CH:18]=2)[N:7]=1)=[O:4].C(O)=O.ClC1C=C(N2CC(C)C(NC=O)=N2)C=CC=1Cl.CCCCCC>ClCCl>[C:17]1([N:8]2[CH:9]([C:11]3[CH:12]=[CH:13][CH:14]=[CH:15][CH:16]=3)[CH2:10][C:6]([NH:5][CH:3]=[O:4])=[N:7]2)[CH:18]=[CH:19][CH:20]=[CH:21][CH:22]=1. Procedure details: A mixture of 5.0 g. of 3-amino-1,5-diphenyl-2-pyrazoline (prepared as described in Example 4) and 25.0 ml. of a mixture of formic acid and acetic anhydride (Example 15) is allowed to remain at room temperature for 30 minutes. The hexane is added and the mixture is filtered. The solid obtained is dissolved in dichloromethane. The solution is columnized and recrystallized as described in Example 14 (B) to yield 3.55 g. of the product of the Example as off-white needles, m.p. 158°-160° C. Starting materials: CC#CCn1c(N2CCN(C(=O)OC(C)(C)C)CC2)nc(C=O)c1C(=O)OC, CCOC(C)=O, CC(=O)O, CC#N, N#C[Na]. Yields the product CC#CCn1c(N2CCN(C(=O)OC(C)(C)C)CC2)nc(C(O)C#N)c1C(=O)OC. As a reaction SMILES: [CH2:11]([C:12]#[C:13][CH3:14])[n:15]1[c:16]([N:26]2[CH2:27][CH2:28][N:29]([C:32](=[O:33])[O:34][C:35]([CH3:36])([CH3:37])[CH3:38])[CH2:30][CH2:31]2)[n:17][c:18]([CH:24]=[O:25])[c:19]1[C:20](=[O:21])[O:22][CH3:23].[CH3:39][CH2:40][O:41][C:42](=[O:43])[CH3:44].[CH3:4][C:5](=[O:6])[OH:7].[CH3:8][C:9]#[N:10].[Na:1][C:2]#[N:3]>>[C:2](#[N:3])[CH:24]([c:18]1[n:17][c:16]([N:26]2[CH2:27][CH2:28][N:29]([C:32](=[O:33])[O:34][C:35]([CH3:36])([CH3:37])[CH3:38])[CH2:30][CH2:31]2)[n:15]([CH2:11][C:12]#[C:13][CH3:14])[c:19]1[C:20](=[O:21])[O:22][CH3:23])[OH:25]. The reactants are O (water), C1=CC=C(C=C1)C#CC2=CC=CC=C2 (Biphenyl acetylene), ICCC(O)C1OCCCC1 (1-Iodo-3-0-tetrahydropyranylpropan-3-ol), [Li]CCCC (n-BuLi). The solvent is C(C)(=O)OCC (ethyl acetate), C1CCOC1 (THF). Run at time 1 hour. Product: O1C(CCCC1)C(CCC#CC1=CC=C(C=C1)C1=CC=CC=C1)O (1-0-tetrahydropyranyl-5-(4'-biphenylyl)-pent-4-yn-1-ol). As a reaction SMILES: [CH:1]1[CH:6]=[CH:5][C:4]([C:7]#[C:8][C:9]2[CH:14]=[CH:13][CH:12]=[CH:11][CH:10]=2)=[CH:3][CH:2]=1.[Li][CH2:16][CH2:17]CC.ICC[CH:23]([CH:25]1[CH2:30][CH2:29][CH2:28][CH2:27][O:26]1)[OH:24].O>C1COCC1.C(OCC)(=O)C>[O:26]1[CH2:27][CH2:28][CH2:29][CH2:30][CH:25]1[CH:23]([OH:24])[CH2:10][CH2:11][C:12]#[C:13][C:14]1[CH:9]=[CH:8][C:7]([C:4]2[CH:3]=[CH:2][CH:1]=[CH:6][CH:5]=2)=[CH:17][CH:16]=1. Procedure: Biphenyl acetylene 5.6 g was dissolved in THF (150 mL) at -78° C. One equivalent n-BuLi was added over one hour. The reaction was allowed to reach room temperature for one hour. 1-Iodo-3-0-tetrahydropyranylpropan-3-ol was added, (one equivalent). The reaction was refluxed for 24 hours. The product 1-0-tetrahydropyranyl-5-(4'-biphenylyl)-pent-4-yn-1-ol, (oil C: 82.47, H: 7.55) was isolated by addition of water and extraction with ethyl acetate. The product (1 g) was dried (60° 10-3 mmHg), dissolv... Starting materials: OC=1C=C2C(NC(=NC2=CC1OC)C1=CC(=CC=C1)[N+](=O)[O-])=O (6-hydroxy-7-methoxy-2-(3-nitrophenyl)quinazolin-4(3H)-one), CC(=O)OC(=O)C (Ac2O), ice water. The solvent is N1=CC=CC=C1 (pyridine). Run at temperature 105 celsius, time 2 hour. Product: C(C)(=O)OC=1C=C2C(NC(=NC2=CC1OC)C1=CC(=CC=C1)[N+](=O)[O-])=O (7-methoxy-2-(3-nitrophenyl)-4-oxo-3,4-dihydroquinazolin-6-yl acetate). Reaction SMILES: [OH:1][C:2]1[CH:3]=[C:4]2[C:9](=[CH:10][C:11]=1[O:12][CH3:13])[N:8]=[C:7]([C:14]1[CH:19]=[CH:18][CH:17]=[C:16]([N+:20]([O-:22])=[O:21])[CH:15]=1)[NH:6][C:5]2=[O:23].[CH3:24][C:25](OC(C)=O)=[O:26]>N1C=CC=CC=1>[C:25]([O:1][C:2]1[CH:3]=[C:4]2[C:9](=[CH:10][C:11]=1[O:12][CH3:13])[N:8]=[C:7]([C:14]1[CH:19]=[CH:18][CH:17]=[C:16]([N+:20]([O-:22])=[O:21])[CH:15]=1)[NH:6][C:5]2=[O:23])(=[O:26])[CH3:24]. Procedure: A mixture of 6-hydroxy-7-methoxy-2-(3-nitrophenyl)quinazolin-4(3H)-one (2.3 g, 7.34 mmol), Ac2O (40 mL) and pyridine (4 mL) were heated at 105° C. for 3.5 h. The reaction mixture was allowed to cool and poured into ice-water (ca. 300 mL) and the resulting slurry was stirred for 2 h. The solid was collected by filtration and washed with water, EtOH and Et2O and dried under high vacuum to give 7-methoxy-2-(3-nitrophenyl)-4-oxo-3,4-dihydroquinazolin-6-yl acetate. (2.6 g, 7.31 mmol, 99%). HPLC reten... Starting materials: N1CCOCC1 (morpholine), OC=1C=CC=C2C=CNC12 (7-hydroxy-indole), BrC=1C=C(C=C(C1OC)OC)C=CC=O (3-(3-bromo-4,5-dimethoxyphenyl)-propenal). Product: BrC=1C=C(C=C(C1OC)OC)C1CC(OC2=C3C(=CC=C12)C=CN3)O (4-(3-Bromo-4,5-dimethoxyphenyl)-2-hydroxy-pyrrolo[3,2-h]chroman), CO (methanol). The yield is 20.0%. As a reaction SMILES: [OH:1][C:2]1[CH:3]=[CH:4][CH:5]=[C:6]2[C:10]=1[NH:9][CH:8]=[CH:7]2.[Br:11][C:12]1[CH:13]=[C:14]([CH:22]=[CH:23][CH:24]=[O:25])[CH:15]=[C:16]([O:20][CH3:21])[C:17]=1[O:18][CH3:19].N1CC[O:29][CH2:28]C1>>[Br:11][C:12]1[CH:13]=[C:14]([CH:22]2[C:3]3[C:2](=[C:10]4[NH:9][CH:8]=[CH:7][C:6]4=[CH:5][CH:4]=3)[O:1][CH:24]([OH:25])[CH2:23]2)[CH:15]=[C:16]([O:20][CH3:21])[C:17]=1[O:18][CH3:19].[CH3:28][OH:29]. Reported procedure: The title compound was prepared following the procedure as in Example 18 from 7-hydroxy-indole (0.200 g, 1.50 mmol) and 3-(3-bromo-4,5-dimethoxyphenyl)-propenal (0.416 g, 1.50 mmol) using morpholine (0.143 mL, 1.65 mmol) as a base in refluxing methanol (7.5 mL) (yield: 20%). 1H NMR (CDCl3): 10.22 and 10.16 (s each, 1H); 7.27-7.24 (m, 1H); 7.03-6.94 (m, 3H); 6.42-6.36 (m, 2H); 6.21 (d, J=7.6 Hz) and 6.16 (dd, J=5.0, 1.0 Hz) (1H); 5.74-5.71 and 5.61-5.56 (m each, 1H); 4.42-4.36 (m, 1H); 3.83 (s, 3... Product: C(C=C)OC([C@@H](NC(=O)OC(C)(C)C)C(C)C)=O (N-(tert-Butyloxycarbonyl)-L-valine allyl ester). Procedure details: To a solution of N-(tert-butyloxycarbonyl)-L-valine (10.53 g; 48.5 mmol) and allyl alcohol (33 mL; 49 mmol) in 150 mL CHCl3 at 0° C. was added HOBt (8.53 g; 63.1 mmol) then EDCI (13.88 g, 72.4 mmol). The final mixture was stirred at 4° C. for 12 h then poured in to 100 mL NH4OAc (25%). The organic phase was separated. The aqueous phase was washed with 50 mL of CHCl3. The organic phases were combined, dried over Na2SO4, concentrated and flash chromatographed on silica gel (hexane/EtOAc 9:1) to yi... The reactants are CCN=C=NCCCN(C)C (EDCI), final mixture, C(C)(C)(C)OC(=O)N[C@@H](C(C)C)C(=O)O (N-(tert-butyloxycarbonyl)-L-valine), C(C=C)O (allyl alcohol), C=1C=CC2=C(C1)N=NN2O (HOBt), NH4OAc. Isolated yield 40.9%. Solvent: C(Cl)(Cl)Cl (CHCl3). As a reaction SMILES: [C:1]([O:5][C:6]([NH:8][C@H:9]([C:13]([OH:15])=[O:14])[CH:10]([CH3:12])[CH3:11])=[O:7])([CH3:4])([CH3:3])[CH3:2].[CH2:16](O)[CH:17]=[CH2:18].C1C=CC2N(O)N=NC=2C=1.CCN=C=NCCCN(C)C>C(Cl)(Cl)Cl>[CH2:18]([O:14][C:13](=[O:15])[C@H:9]([CH:10]([CH3:11])[CH3:12])[NH:8][C:6]([O:5][C:1]([CH3:3])([CH3:2])[CH3:4])=[O:7])[CH:17]=[CH2:16].